This data is from the Open Reaction Database (ORD), a public repository of structured organic reaction records. The task is: describe an organic reaction: reactants, conditions, products, and yield The reactants are CN1C(=O)C(Cc2ccccc2Br)N=C(Cl)c2cc(Cl)ccc21, C1COCCO1, CC1(C)OB(c2ccc3[nH]c(=O)[nH]c3c2)OC1(C)C, [Cl-], [Cs+], [Li+], [OH-], O, O, [Pd], c1ccc(P(c2ccccc2)c2ccccc2)cc1, c1ccc(P(c2ccccc2)c2ccccc2)cc1, c1ccc(P(c2ccccc2)c2ccccc2)cc1, c1ccc(P(c2ccccc2)c2ccccc2)cc1. Yields the product CN1C(=O)C(Cc2ccccc2Br)N=C(c2ccc3[nH]c(=O)[nH]c3c2)c2cc(Cl)ccc21. Reaction SMILES: [Br:1][c:2]1[c:3]([CH2:4][CH:5]2[N:6]=[C:7]([Cl:19])[c:8]3[c:9]([cH:14][cH:15][c:16]([Cl:18])[cH:17]3)[N:10]([CH3:13])[C:11]2=[O:12])[cH:20][cH:21][cH:22][cH:23]1.[CH2:126]1[O:127][CH2:128][CH2:129][O:130][CH2:131]1.[CH3:24][C:25]1([CH3:26])[C:27]([CH3:28])([CH3:29])[O:30][B:31]([c:32]2[cH:33][c:34]3[c:35]([nH:36][c:37](=[O:39])[nH:38]3)[cH:40][cH:41]2)[O:42]1.[Cl-:44].[Cs+:47].[Li+:43].[OH-:46].[OH2:125].[OH2:45].[Pd:48].[c:106]1([P:107]([c:108]2[cH:109][cH:110][cH:111][cH:112][cH:113]2)[c:114]2[cH:115][cH:116][cH:117][cH:118][cH:119]2)[cH:120][cH:121][cH:122][cH:123][cH:124]1.[c:49]1([P:50]([c:51]2[cH:52][cH:53][cH:54][cH:55][cH:56]2)[c:57]2[cH:58][cH:59][cH:60][cH:61][cH:62]2)[cH:63][cH:64][cH:65][cH:66][cH:67]1.[c:68]1([P:69]([c:70]2[cH:71][cH:72][cH:73][cH:74][cH:75]2)[c:76]2[cH:77][cH:78][cH:79][cH:80][cH:81]2)[cH:82][cH:83][cH:84][cH:85][cH:86]1.[c:87]1([P:88]([c:89]2[cH:90][cH:91][cH:92][cH:93][cH:94]2)[c:95]2[cH:96][cH:97][cH:98][cH:99][cH:100]2)[cH:101][cH:102][cH:103][cH:104][cH:105]1>>[Br:1][c:2]1[c:3]([CH2:4][CH:5]2[N:6]=[C:7]([c:32]3[cH:33][c:34]4[c:35]([nH:36][c:37](=[O:39])[nH:38]4)[cH:40][cH:41]3)[c:8]3[c:9]([cH:14][cH:15][c:16]([Cl:18])[cH:17]3)[N:10]([CH3:13])[C:11]2=[O:12])[cH:20][cH:21][cH:22][cH:23]1. Reactants: ( 9 ), S(=O)(=O)([O-])OOS(=O)(=O)[O-].[K+].[K+] (potassium persulfate), S(O)(O)(=O)=O (sulfuric acid). Product: S(=O)(=O)(O)OOS(=O)(=O)O (peroxydisulfuric acid), S(=O)(=O)([O-])[O-].[K+].[K+] (potassium sulfate). Reaction SMILES: [S:1]([O:5][O:6][S:7]([O-:10])(=[O:9])=[O:8])([O-:4])(=[O:3])=[O:2].[K+:11].[K+].[S:13](=[O:17])(=[O:16])([OH:15])[OH:14]>>[S:1]([O:5][O:6][S:7]([OH:10])(=[O:9])=[O:8])([OH:4])(=[O:3])=[O:2].[S:13]([O-:17])([O-:16])(=[O:15])=[O:14].[K+:11].[K+:11] |f:0.1.2,5.6.7|. Procedure details: Referring to Equation (9), the potassium persulfate and the sulfuric acid react to form peroxydisulfuric acid and potassium sulfate. In Equation (10), the peroxydisulfuric acid oxidizes the manganese dioxide to form hydrogen permanganate and sulfuric acid. The oxidation of Mn2+ to Mn7+ results in the reformation of MnO4− which is visible by the color change in the bath from purple-brown to purple. Reactants: O=C(O)c1ccccc1, C1CCOC1, [Cl-], ClCCl, CC1(C)C(=O)N(CCC2CC2)c2cc3[nH]c(N)nc3cc21. The product is CC1(C)C(=O)N(CCC2CC2)c2cc3[nH]c(NC(=O)c4ccccc4)nc3cc21. RXN SMILES: [C:23]([c:24]1[cH:25][cH:26][cH:27][cH:28][cH:29]1)(=[O:30])[OH:31].[CH2:32]1[O:33][CH2:34][CH2:35][CH2:36]1.[Cl-:22].[Cl:37][CH2:38][Cl:39].[NH2:1][c:2]1[nH:3][c:4]2[c:5]([cH:6][c:7]3[c:11]([cH:12]2)[N:10]([CH2:13][CH2:14][CH:15]2[CH2:16][CH2:17]2)[C:9](=[O:18])[C:8]3([CH3:19])[CH3:20])[n:21]1>>[NH:1]([c:2]1[nH:3][c:4]2[c:5]([cH:6][c:7]3[c:11]([cH:12]2)[N:10]([CH2:13][CH2:14][CH:15]2[CH2:16][CH2:17]2)[C:9](=[O:18])[C:8]3([CH3:19])[CH3:20])[n:21]1)[C:23]([c:24]1[cH:25][cH:26][cH:27][cH:28][cH:29]1)=[O:30]. The reactants are C(CCCCCCC)C1CCCC2=NC=3C(=C21)CC=CC3OCC3=CC=CC=C3 (1,2,3,4-tetrahydro-1-octyl-6-phenylmethoxy-9H-dibenzo[b,d]pyrrole), BrCCCCCCCC (1-bromooctane). Yields the product C(CCCCCCC)C1CCCC2=NC=3C(=C21)C(C=CC3OCC3=CC=CC=C3)CCCCCCCC (rac-1,2,3,4-tetrahydro-1,9-dioctyl-6-phenylmethoxy-9H-dibenzo[b,d]pyrrole). The yield is 61.6%. As a reaction SMILES: [CH2:1]([CH:9]1[C:17]2[C:13](=[N:14][C:15]3[C:16]=2[CH2:18][CH:19]=[CH:20][C:21]=3[O:22][CH2:23][C:24]2[CH:29]=[CH:28][CH:27]=[CH:26][CH:25]=2)[CH2:12][CH2:11][CH2:10]1)[CH2:2][CH2:3][CH2:4][CH2:5][CH2:6][CH2:7][CH3:8].Br[CH2:31][CH2:32][CH2:33][CH2:34][CH2:35][CH2:36][CH2:37][CH3:38]>>[CH2:1]([CH:9]1[C:17]2[C:13](=[N:14][C:15]3[C:16]=2[CH:18]([CH2:31][CH2:32][CH2:33][CH2:34][CH2:35][CH2:36][CH2:37][CH3:38])[CH:19]=[CH:20][C:21]=3[O:22][CH2:23][C:24]2[CH:25]=[CH:26][CH:27]=[CH:28][CH:29]=2)[CH2:12][CH2:11][CH2:10]1)[CH2:2][CH2:3][CH2:4][CH2:5][CH2:6][CH2:7][CH3:8]. Procedure: Using the procedure of Example 9, 2.9 g of 1,2,3,4-tetrahydro-1-octyl-6-phenylmethoxy-9H-dibenzo[b,d]pyrrole from Example 62 was alkylated with 1.68 g of 1-bromooctane to produce 2.3 g (61.7%) of rac-1,2,3,4-tetrahydro-1,9-dioctyl-6-phenylmethoxy-9H-dibenzo[b,d]pyrrole as a yellow oil after chromatographic purification.